Dataset: the Open Reaction Database (ORD), a public repository of structured organic reaction records. Task: describe an organic reaction: reactants, conditions, products, and yield Reactants: CC(C)(C)C(C(=O)[O-])N1N=C(C(=C1)B1OC(C(O1)(C)C)(C)C)C1=CC=C(C=C1)[N+](=O)[O-] (1,1-dimethylethyl[3-(4-nitrophenyl)-4-(4,4,5,5-tetramethyl-1,3,2-dioxaborolan-2-yl)-1H-pyrazol-1-yl]acetate), Cl.C(C)(C)(C)NN (t-butylhydrazine hydrochloride). Product: CC(C)(C)N1N=C(C=C1)C1=CC=C(C=C1)[N+](=O)[O-] (1-(1,1-dimethylethyl)-3-(4-nitrophenyl)-1H-pyrazole). RXN SMILES: C[C:2]([CH:5]([N:9]1[CH:13]=[C:12](B2OC(C)(C)C(C)(C)O2)[C:11]([C:23]2[CH:28]=[CH:27][C:26]([N+:29]([O-:31])=[O:30])=[CH:25][CH:24]=2)=[N:10]1)[C:6]([O-])=O)(C)C.Cl.[C:33](NN)(C)(C)C>>[CH3:33][C:5]([N:9]1[CH:13]=[CH:12][C:11]([C:23]2[CH:24]=[CH:25][C:26]([N+:29]([O-:31])=[O:30])=[CH:27][CH:28]=2)=[N:10]1)([CH3:2])[CH3:6] |f:1.2|. Reported procedure: Following the procedure described for Intermediate 1 with t-butylhydrazine hydrochloride, provided the title compound as the minor isomer. ESMS (M−C(CH3)3+2H): 190.0; HNMR (400 MHz, d6-DMSO)8.20 (d, 2H), 7.86 (d, 2H), 7.7(d, 1H), 6.55(d, 1H), 1.25 (s, 9H)